This data is from the Open Reaction Database (ORD), a public repository of structured organic reaction records. The task is: describe an organic reaction: reactants, conditions, products, and yield Reactants: N#Cc1cc([N+](=O)[O-])ccc1Br, Cc1ccccc1, CCOC(C)=O, Cc1ccc([Sn](C)(C)C)cc1, c1ccc(P(c2ccccc2)(c2ccccc2)[Pd](P(c2ccccc2)(c2ccccc2)c2ccccc2)(P(c2ccccc2)(c2ccccc2)c2ccccc2)P(c2ccccc2)(c2ccccc2)c2ccccc2)cc1. Yields the product Cc1ccc(-c2ccc([N+](=O)[O-])cc2C#N)cc1. As a reaction SMILES: [Br:12][c:13]1[c:14]([C:15]#[N:16])[cH:17][c:18]([N+:21](=[O:22])[O-:23])[cH:19][cH:20]1.[CH3:24][c:25]1[cH:26][cH:27][cH:28][cH:29][cH:30]1.[CH3:31][CH2:32][O:33][C:34]([CH3:35])=[O:36].[c:1]1([CH3:11])[cH:2][cH:3][c:4]([Sn:7]([CH3:8])([CH3:9])[CH3:10])[cH:5][cH:6]1.[cH:37]1[cH:38][cH:39][c:40]([P:41]([Pd:42]([P:43]([c:44]2[cH:45][cH:46][cH:47][cH:48][cH:49]2)([c:50]2[cH:51][cH:52][cH:53][cH:54][cH:55]2)[c:56]2[cH:57][cH:58][cH:59][cH:60][cH:61]2)([P:62]([c:63]2[cH:64][cH:65][cH:66][cH:67][cH:68]2)([c:69]2[cH:70][cH:71][cH:72][cH:73][cH:74]2)[c:75]2[cH:76][cH:77][cH:78][cH:79][cH:80]2)[P:81]([c:82]2[cH:83][cH:84][cH:85][cH:86][cH:87]2)([c:88]2[cH:89][cH:90][cH:91][cH:92][cH:93]2)[c:94]2[cH:95][cH:96][cH:97][cH:98][cH:99]2)([c:100]2[cH:101][cH:102][cH:103][cH:104][cH:105]2)[c:106]2[cH:107][cH:108][cH:109][cH:110][cH:111]2)[cH:112][cH:113]1>>[c:1]1([CH3:11])[cH:2][cH:3][c:4](-[c:13]2[c:14]([C:15]#[N:16])[cH:17][c:18]([N+:21](=[O:22])[O-:23])[cH:19][cH:20]2)[cH:5][cH:6]1. Starting materials: C(=O)(C=1NC=CN1)C=1NC=CN1 (carbonyl diimidazole), C(CC(=O)OCC)(=O)O (hydrogen ethyl malonate), C(=O)(OCC1=CC=CC=C1)NCCC(=O)O (Cbz-β-Alanine), C(C)(C)[Mg]Cl (isopropyl magnesium chloride), ice. The solvent is C1CCOC1 (THF), C1CCOC1 (THF), C1CCOC1 (THF). Reaction conditions: temperature 0 celsius, time 16 hour. The product is C(C)OC(CC(CCNC(=O)OCC1=CC=CC=C1)=O)=O (5-benzyloxycarbonylamino-3-oxo-pentanoic acid ethyl ester). As a reaction SMILES: [C:1]([NH:11][CH2:12][CH2:13][C:14]([OH:16])=O)([O:3][CH2:4][C:5]1[CH:10]=[CH:9][CH:8]=[CH:7][CH:6]=1)=[O:2].C(C1NC=CN=1)(C1NC=CN=1)=O.C([Mg]Cl)(C)C.C(O)(=O)[CH2:35][C:36]([O:38][CH2:39][CH3:40])=[O:37]>C1COCC1>[CH2:39]([O:38][C:36](=[O:37])[CH2:35][C:14](=[O:16])[CH2:13][CH2:12][NH:11][C:1]([O:3][CH2:4][C:5]1[CH:6]=[CH:7][CH:8]=[CH:9][CH:10]=1)=[O:2])[CH3:40]. Procedure details: Cbz-β-Alanine (5.0 g, 21.6 mmol) is dissolved in THF (10 mL). To this is added dropwise a solution of carbonyl diimidazole (3.5 g, 21.6 mmol) in THF (50 mL) and allowed to stir 16 hrs. This solution is then reduced to ˜30 mL by rotary evaporation. In a separate flask (oven dried), isopropyl magnesium chloride in THF (2M) (16.2 mL, 32 mmol) is added and cooled to 0° C. and hydrogen ethyl malonate (4.28 g, 32.4 mmol) is added dropwise. The contents are allowed to stir at 0° C. for 30 min, allowed ... Reactants: N1(CCCCC1)C1=NC=CC=C1C=1C=CC=2C3=C(C(N(C2C1)CC(F)(F)F)=O)C=NN3C3OCCCC3 (7-[2-(piperidin-1-yl)pyrid-3-yl]-1-(tetrahydro-2H-pyran-2-yl)-5-(2,2,2-trifluoroethyl)-1,5-dihydro-4H-pyrazolo[4,3-c]quinolin-4-one), N1(CCCCC1)C1=NC=CC=C1C=1C=CC=2C3=C(C(N(C2C1)CC(F)(F)F)=O)CN(N3)C3OCCCC3 (7-[2-(piperidin-1-yl)pyrid-3-yl]-2-(tetrahydro-2H-pyran-2-yl)-5-(2,2,2-trifluoroethyl)-1,5-dihydro-4H-pyrazolo[4,3-c]quinolin-4-one), Cl (hydrochloride). The solvent is O (H2O). Yields the product Cl.N1(CCCCC1)C1=NC=CC=C1C=1C=CC=2C3=C(C(N(C2C1)CC(F)(F)F)=O)C=NN3 (7-[2-(piperidin-1-yl)pyrid-3-yl]-5-(2,2,2-trifluoroethyl)-1,5-dihydro-4H-pyrazolo[4,3-c]quinolin-4-one hydrochloride). The yield is 86.0%. Reaction SMILES: [N:1]1([C:7]2[C:12]([C:13]3[CH:14]=[CH:15][C:16]4[C:17]5[N:31](C6CCCCO6)[N:30]=[CH:29][C:18]=5[C:19](=[O:28])[N:20]([CH2:23][C:24]([F:27])([F:26])[F:25])[C:21]=4[CH:22]=3)=[CH:11][CH:10]=[CH:9][N:8]=2)[CH2:6][CH2:5][CH2:4][CH2:3][CH2:2]1.N1(C2C(C3C=CC4C5NN(C6CCCCO6)CC=5C(=O)N(CC(F)(F)F)C=4C=3)=CC=CN=2)CCCCC1.[ClH:75]>O>[ClH:75].[N:1]1([C:7]2[C:12]([C:13]3[CH:14]=[CH:15][C:16]4[C:17]5[NH:31][N:30]=[CH:29][C:18]=5[C:19](=[O:28])[N:20]([CH2:23][C:24]([F:26])([F:25])[F:27])[C:21]=4[CH:22]=3)=[CH:11][CH:10]=[CH:9][N:8]=2)[CH2:2][CH2:3][CH2:4][CH2:5][CH2:6]1 |f:4.5|. Reported procedure: The product is obtained according to the procedure described in Step 1.7. starting with 7-[2-(piperidin-1-yl)pyrid-3-yl]-1-(tetrahydro-2H-pyran-2-yl)-5-(2,2,2-trifluoroethyl)-1,5-dihydro-4H-pyrazolo[4,3-c]quinolin-4-one and 7-[2-(piperidin-1-yl)pyrid-3-yl]-2-(tetrahydro-2H-pyran-2-yl)-5-(2,2,2-trifluoroethyl)-1,5-dihydro-4H-pyrazolo[4,3-c]quinolin-4-one, in the form of a white powder (hydrochloride, 1.3 H2O; yield 86%). The reactants are CC(=O)C(=O)Cl, CC(N)C(=O)O[Si](C)(C)C, Cl. Yields the product CC(=O)C(=O)NC(C)C(=O)O[Si](C)(C)C. Reaction SMILES: [C:1]([C:2](=[O:3])[CH3:4])(=[O:5])[Cl:6].[CH3:8][Si:9]([CH3:10])([CH3:11])[O:12][C:13]([CH:14]([NH2:15])[CH3:16])=[O:17].[ClH:7]>>[C:1]([C:2](=[O:3])[CH3:4])(=[O:5])[NH:15][CH:14]([C:13]([O:12][Si:9]([CH3:8])([CH3:10])[CH3:11])=[O:17])[CH3:16]. Starting materials: S1C(=CC=2C1=NC=CC2)C(=O)O (Thieno[2,3-b]pyridine-2-carboxylic acid), C(C)(C)N(C(C)C)CC (N,N-diisopropylethylamine), C1(=CC=CC=C1)P(=O)(C1=CC=CC=C1)N=[N+]=[N-] (diphenyl phosphoryl azide), C(C)(C)(C)O (t-butanol). The product is C(C)(C)(C)OC(NC1=CC=2C(=NC=CC2)S1)=O (Thieno[2,3-b]pyridin-2-yl-carbamic acid tert-butyl ester). RXN SMILES: [S:1]1[C:5]2=[N:6][CH:7]=[CH:8][CH:9]=[C:4]2[CH:3]=[C:2]1C(O)=O.C([N:16]([CH2:20]C)C(C)C)(C)C.C1(P(N=[N+]=[N-])(C2C=CC=CC=2)=[O:29])C=CC=CC=1.[C:39]([OH:43])([CH3:42])([CH3:41])[CH3:40]>>[C:39]([O:43][C:20](=[O:29])[NH:16][C:2]1[S:1][C:5]2=[N:6][CH:7]=[CH:8][CH:9]=[C:4]2[CH:3]=1)([CH3:42])([CH3:41])[CH3:40]. Procedure details: A solution of compound 147-C (0.36 g, 2.00 mmol), N,N-diisopropylethylamine (0.385 mL, 2.21 mmol) and diphenyl phosphoryl azide (0.536 mL, 2.41 mmol) in t-butanol (3.6 mL) was heated at reflux for 16 h. The solvent was evaporated in vacuo, the residue dissolved in dichloromethane, washed with 1N NaOH, brine, dried with Na2SO4, filtered, and evaporated to afford a residue. Flash column chromatography (SiO2) eluting with dichloromethane afforded compound 147-D as a white solid (0.25 g, 50%). 1H-NM... Reactants: CCO, Cc1nc2ccc(C#N)nc2n1Cc1ccc(Cl)cc1Cl, Cl, [Na+], [Na+], [OH-], O=C([O-])O. Product: Cc1nc2ccc(C(=O)O)nc2n1Cc1ccc(Cl)cc1Cl. Reaction SMILES: [CH3:30][CH2:31][OH:32].[Cl:1][c:2]1[c:3]([CH2:4][n:5]2[c:6]([CH3:16])[n:7][c:8]3[c:9]2[n:10][c:11]([C:14]#[N:15])[cH:12][cH:13]3)[cH:17][cH:18][c:19]([Cl:21])[cH:20]1.[ClH:24].[Na+:23].[Na+:25].[OH-:22].[OH:26][C:27]([O-:28])=[O:29]>>[Cl:1][c:2]1[c:3]([CH2:4][n:5]2[c:6]([CH3:16])[n:7][c:8]3[c:9]2[n:10][c:11]([C:27]([OH:26])=[O:29])[cH:12][cH:13]3)[cH:17][cH:18][c:19]([Cl:21])[cH:20]1.